From a dataset of the Open Reaction Database (ORD), a public repository of structured organic reaction records. describe an organic reaction: reactants, conditions, products, and yield The reactants are [I-].[Li+] (Lithium iodide), COC(=O)C1(C(NC2=C(CC1C1=C(C=CC=C1)OC)C=C(C=C2)C(F)(F)F)=O)CC=C (1,3,4,5-tetrahydro-3-(methoxycarbonyl)-4-(methoxyphenyl)-3-(2-propenyl)-7-(trifluoromethyl)-2H-1-benzazepin-2-one), C(C)(=O)OCC (ethyl acetate). The reagents and catalysts are O (water). Solvent: N1=CC=CC=C1 (pyridine). Conditions: time 6.5 hour. Product: COC1=C(C=CC=C1)C1C(C(NC2=C(C1)C=C(C=C2)C(F)(F)F)=O)CC=C (1,3,4,5-Tetrahydro-4-(methoxyphenyl)-3-(2-propenyl)-7-(trifluoromethyl)-2H-1-benzazepin-2-one). Yield: 104.7%. Reaction SMILES: [I-].[Li+].COC([C:7]1([CH2:31][CH:32]=[CH2:33])[CH:13]([C:14]2[CH:19]=[CH:18][CH:17]=[CH:16][C:15]=2[O:20][CH3:21])[CH2:12][C:11]2[CH:22]=[C:23]([C:26]([F:29])([F:28])[F:27])[CH:24]=[CH:25][C:10]=2[NH:9][C:8]1=[O:30])=O.C(OCC)(=O)C>N1C=CC=CC=1.O>[CH3:21][O:20][C:15]1[CH:16]=[CH:17][CH:18]=[CH:19][C:14]=1[CH:13]1[CH2:12][C:11]2[CH:22]=[C:23]([C:26]([F:27])([F:28])[F:29])[CH:24]=[CH:25][C:10]=2[NH:9][C:8](=[O:30])[CH:7]1[CH2:31][CH:32]=[CH2:33] |f:0.1|. Procedure: Lithium iodide (1.08 g; 8.04 mmole) was added to 1,3,4,5-tetrahydro-3-(methoxycarbonyl)-4-(methoxyphenyl)-3-(2-propenyl)-7-(trifluoromethyl)-2H-1-benzazepin-2-one (870 mg; 2.01 mmole) in pyridine (14 ml), three drops of water were added, and the mixture was refluxed with stirring for 6.5 hours. The solution was dissolved into ethyl acetate and washed with 1N hydrochloric acid (three times). The organic layer was dried (magnesium sulfate) and concentrated giving 0.79 g of solid. The crude materia... Starting materials: CCO, C1CCOC1, O=C(O)Cc1csc2ccccc12. Yields the product OCCc1csc2ccccc12. As a reaction SMILES: [CH3:14][CH2:15][OH:16].[O:17]1[CH2:18][CH2:19][CH2:20][CH2:21]1.[s:1]1[c:2]2[c:3]([c:4]([CH2:6][C:7](=[O:8])[OH:9])[cH:5]1)[cH:10][cH:11][cH:12][cH:13]2>>[s:1]1[c:2]2[c:3]([c:4]([CH2:6][CH2:7][OH:8])[cH:5]1)[cH:10][cH:11][cH:12][cH:13]2. Starting materials: O=C([O-])O, ClCCl, CCOC(C)=O, [Na+], [Na+], [Na+], CSCCC(CO)NC(=O)C1(NC(=O)c2ccc(CN3CCOCC3)cc2)CCCCC1, O=S([O-])([O-])=S. The product is CSCCC(C=O)NC(=O)C1(NC(=O)c2ccc(CN3CCOCC3)cc2)CCCCC1. As a reaction SMILES: [C:39](=[O:40])([OH:41])[O-:42].[CH2:51]([Cl:52])[Cl:53].[CH3:33][CH2:34][O:35][C:36](=[O:37])[CH3:38].[Na+:43].[Na+:49].[Na+:50].[O:1]1[CH2:2][CH2:3][N:4]([CH2:7][c:8]2[cH:9][cH:10][c:11]([C:14](=[O:15])[NH:16][C:17]3([C:23](=[O:24])[NH:25][CH:26]([CH2:27][CH2:28][S:29][CH3:30])[CH2:31][OH:32])[CH2:18][CH2:19][CH2:20][CH2:21][CH2:22]3)[cH:12][cH:13]2)[CH2:5][CH2:6]1.[S:44]([O-:45])([O-:46])(=[O:47])=[S:48]>>[O:1]1[CH2:2][CH2:3][N:4]([CH2:7][c:8]2[cH:9][cH:10][c:11]([C:14](=[O:15])[NH:16][C:17]3([C:23](=[O:24])[NH:25][CH:26]([CH2:27][CH2:28][S:29][CH3:30])[CH:31]=[O:32])[CH2:18][CH2:19][CH2:20][CH2:21][CH2:22]3)[cH:12][cH:13]2)[CH2:5][CH2:6]1. The reactants are CN1CCCC1=O, CCOC(C)=O, Fc1nc(F)c(Cl)c(F)c1Cl, CC(=O)Nc1ccc(N)cc1. Yields the product CC(=O)Nc1ccc(Nc2c(Cl)c(F)nc(F)c2Cl)cc1. RXN SMILES: [CH3:23][N:24]1[CH2:25][CH2:26][CH2:27][C:28]1=[O:29].[CH3:30][CH2:31][O:32][C:33]([CH3:34])=[O:35].[Cl:1][c:2]1[c:3]([F:11])[n:4][c:5]([F:10])[c:6]([Cl:9])[c:7]1[F:8].[NH2:12][c:13]1[cH:14][cH:15][c:16]([NH:19][C:20]([CH3:21])=[O:22])[cH:17][cH:18]1>>[Cl:1][c:2]1[c:3]([F:11])[n:4][c:5]([F:10])[c:6]([Cl:9])[c:7]1[NH:12][c:13]1[cH:14][cH:15][c:16]([NH:19][C:20]([CH3:21])=[O:22])[cH:17][cH:18]1.